This data is from the Open Reaction Database (ORD), a public repository of structured organic reaction records. The task is: describe an organic reaction: reactants, conditions, products, and yield Starting materials: CN(C)C=NS(=O)(=O)C=1C(=C(C=C(C(=O)OC)C1)[N+](=O)[O-])OC=1C=NC=CC1 (methyl 5-dimethylaminomethyleneaminosulfonyl-3-nitro-4-(3-pyridyloxy)-benzoate). The reagents and catalysts are [Ni] (Raney nickel). Solvent: CN(C=O)C (dimethylformamide). Product: NC=1C=C(C(=O)OC)C=C(C1OC=1C=NC=CC1)S(=O)(=O)N=CN(C)C (Methyl 3-amino-5-dimethylaminomethyleneaminosulfonyl-4-(3-pyridyloxy)-benzoate). RXN SMILES: [CH3:1][N:2]([CH:4]=[N:5][S:6]([C:9]1[C:10]([O:22][C:23]2[CH:24]=[N:25][CH:26]=[CH:27][CH:28]=2)=[C:11]([N+:19]([O-])=O)[CH:12]=[C:13]([CH:18]=1)[C:14]([O:16][CH3:17])=[O:15])(=[O:8])=[O:7])[CH3:3]>CN(C)C=O.[Ni]>[NH2:19][C:11]1[CH:12]=[C:13]([CH:18]=[C:9]([S:6]([N:5]=[CH:4][N:2]([CH3:1])[CH3:3])(=[O:7])=[O:8])[C:10]=1[O:22][C:23]1[CH:24]=[N:25][CH:26]=[CH:27][CH:28]=1)[C:14]([O:16][CH3:17])=[O:15]. Procedure details: 150 g of methyl 5-dimethylaminomethyleneaminosulfonyl-3-nitro-4-(3-pyridyloxy)-benzoate are hydrogenated in dimethylformamide at 50° C. and under 50 atmospheres for 15 hours in an autoclave, using Raney nickel as the catalyst. The reaction mixture is then filtered, the filtrate is concentrated and the residue is recrystallized from dimethylformamide/CH3OH. Reactants: CCN(C(C)C)C(C)C, CN(C)C=O, CN1CCC(N)CC1, Nc1ccc(C(=O)O)cc1Cl, [Na+], [Na+], O=C([O-])[O-], O. The product is CN1CCC(NC(=O)c2ccc(N)c(Cl)c2)CC1. RXN SMILES: [CH2:20]([N:21]([CH:22]([CH3:23])[CH3:24])[CH:25]([CH3:26])[CH3:27])[CH3:28].[CH3:29][N:30]([CH3:31])[CH:32]=[O:33].[NH2:12][CH:13]1[CH2:14][CH2:15][N:16]([CH3:19])[CH2:17][CH2:18]1.[NH2:1][c:2]1[c:3]([Cl:11])[cH:4][c:5]([C:6](=[O:7])[OH:8])[cH:9][cH:10]1.[Na+:35].[Na+:36].[O-:37][C:38](=[O:39])[O-:40].[OH2:34]>>[NH2:1][c:2]1[c:3]([Cl:11])[cH:4][c:5]([C:6](=[O:8])[NH:12][CH:13]2[CH2:14][CH2:15][N:16]([CH3:19])[CH2:17][CH2:18]2)[cH:9][cH:10]1. The reactants are [Br-].[Li+] (lithium bromide), CON=C[C@H]([C@@H]([C@@H](COCC1=CC=CC=C1)OC1=C(C=C(C(=C1)Cl)Cl)Cl)OCC1=CC=CC=C1)F ((2R,3R,4R)-2-fluoro-3,5-bis(benzyloxy)-4-(2,4,5-trichlorophenoxy)pentanal O-methyloxime), C(C)(=O)OCC (ethyl acetate), O (water). The solvent is O1CCCC1 (tetrahydrofuran), CN1C(N(CC1)C)=O (1,3-dimethyl-2-imidazolidinone). Conditions: temperature 60 celsius, time 6 hour. Yields the product CON=C[C@@H]([C@@H]([C@H](COCC1=CC=CC=C1)Br)OCC1=CC=CC=C1)F ((2S,3S,4S)-4-bromo-2-fluoro-3,5-bis(benzyloxy)pentanal O-methyloxime). Yield: 56.3%. RXN SMILES: [Br-:1].[Li+].[CH3:3][O:4][N:5]=[CH:6][C@@H:7]([F:37])[C@H:8]([O:29][CH2:30][C:31]1[CH:36]=[CH:35][CH:34]=[CH:33][CH:32]=1)[C@H:9](OC1C=C(Cl)C(Cl)=CC=1Cl)[CH2:10][O:11][CH2:12][C:13]1[CH:18]=[CH:17][CH:16]=[CH:15][CH:14]=1.C(OCC)(=O)C.O>O1CCCC1.CN1CCN(C)C1=O>[CH3:3][O:4][N:5]=[CH:6][C@H:7]([F:37])[C@H:8]([O:29][CH2:30][C:31]1[CH:36]=[CH:35][CH:34]=[CH:33][CH:32]=1)[C@@H:9]([Br:1])[CH2:10][O:11][CH2:12][C:13]1[CH:18]=[CH:17][CH:16]=[CH:15][CH:14]=1 |f:0.1|. Procedure details: 430 mg of lithium bromide was added to a solution of 1.50 g of (2R,3R,4R)-2-fluoro-3,5-bis(benzyloxy)-4-(2,4,5-trichlorophenoxy)pentanal O-methyloxime in 6 mL of tetrahydrofuran and 5.4 mL of 1,3-dimethyl-2-imidazolidinone, and the obtained mixture was then stirred at 60° C. for 6 hours. Thereafter, ethyl acetate and water were added to the reaction mixture. The organic layer was fractionated. The obtained organic layer was washed with a saturated sodium chloride aqueous solution, and was then d...